Dataset: the Open Reaction Database (ORD), a public repository of structured organic reaction records. Task: describe an organic reaction: reactants, conditions, products, and yield Starting materials: FC=1C=C(C=CC=O)C=CC1OCCN(C1=NC=CC=C1)C (3-fluoro-4-[2-[N-methyl-N-(2-pyridyl)amino]ethoxy]cinnamaldehyde), O1C(NC(C1)=O)=O (2,4-oxazolidinedione). The product is FC=1C=C(C=CC1OCCN(C1=NC=CC=C1)C)CCCN1C(OCC1=O)=O (3-[3-fluoro-4-[2-[N-methyl-N-(2-pyridyl)amino]ethoxy]phenyl]propyl-2,4-oxazolidinedione). RXN SMILES: [F:1][C:2]1[CH:3]=[C:4]([CH:9]=[CH:10][C:11]=1[O:12][CH2:13][CH2:14][N:15]([CH3:22])[C:16]1[CH:21]=[CH:20][CH:19]=[CH:18][N:17]=1)[CH:5]=[CH:6][CH:7]=O.[O:23]1[CH2:27][C:26](=[O:28])[NH:25][C:24]1=[O:29]>>[F:1][C:2]1[CH:3]=[C:4]([CH2:5][CH2:6][CH2:7][N:25]2[C:26](=[O:28])[CH2:27][O:23][C:24]2=[O:29])[CH:9]=[CH:10][C:11]=1[O:12][CH2:13][CH2:14][N:15]([CH3:22])[C:16]1[CH:21]=[CH:20][CH:19]=[CH:18][N:17]=1. Reported procedure: In substantially the same manner as in Working Example 11, 3-fluoro-4-[2-[N-methyl-N-(2-pyridyl)amino]ethoxy]cinnamaldehyde was condensed with 2,4-oxazolidinedione. The condensate was subjected to catalytic hydrogenation to yield 5-[3-[3-fluoro-4-[2-[N-methyl-N-(2-pyridyl)amino]ethoxy]phenyl]propyl-2,4-oxazolidinedione, which was recrystallized from ethyl acetate-hexane to give colorless prisms, m.p.124-125° C. Yield: 83.8%. Reactants: ClC1=C(C=O)C=CC=C1Cl (2,3-dichlorobenzaldehyde), C(CS)(=O)O (thioglycolic acid). RXN SMILES: Cl[C:2]1[C:9]([Cl:10])=[CH:8][CH:7]=[CH:6][C:3]=1[CH:4]=O.[C:11]([OH:15])(=[O:14])[CH2:12][SH:13]>[OH-].[K+].O>[Cl:10][C:9]1[C:2]2[S:13][C:12]([C:11]([OH:15])=[O:14])=[CH:4][C:3]=2[CH:6]=[CH:7][CH:8]=1 |f:2.3|. Conditions: temperature 125 celsius. Product: ClC1=CC=CC2=C1SC(=C2)C(=O)O (7-chloro-2-benzo[b]thiophenecarboxylic acid). Procedure details: In a glass pressure bottle, 2,3-dichlorobenzaldehyde (17.5 g, 0.1 mol) was added to a solution of thioglycolic acid (7.0 ml) in potassium hydroxide (12.5 g) and water (100 ml). The bottle was then sealed and heated in a hot oil bath to 125±5° C. for 1.25 hours. The bottle was then removed from the hot oil bath and cooled. A pale yellow precipitate was obtained in the bottle. At ambient temperature, the bottle was opened and sufficient water was added to dissolve the precipitate. The resultant aq... The solvent is [OH-].[K+] (potassium hydroxide), O (water), O (water). Starting materials: NC1Cc2ccc(Br)cc2C1, Br, CC(C)S(=O)(=O)NC1Cc2ccccc2C1. The product is CC(C)S(=O)(=O)NC1Cc2ccc(Br)cc2C1. Reaction SMILES: [Br:2][c:3]1[cH:4][c:5]2[c:9]([cH:10][cH:11]1)[CH2:8][CH:7]([NH2:12])[CH2:6]2.[BrH:1].[CH2:13]1[c:14]2[c:15]([cH:16][cH:17][cH:18][cH:19]2)[CH2:20][CH:21]1[NH:22][S:23](=[O:24])(=[O:25])[CH:26]([CH3:27])[CH3:28]>>[Br:2][c:3]1[cH:4][c:5]2[c:9]([cH:10][cH:11]1)[CH2:8][CH:7]([NH:12][S:23](=[O:24])(=[O:25])[CH:26]([CH3:27])[CH3:28])[CH2:6]2. Starting materials: [O-]S(=O)[O-].[Na+].[Na+] (Na2SO3), NC=1SC2=C(N1)C=C(C(=C2C2=CC=C(C=C2)Cl)[C@@H](CO)OC(C)(C)C)C ((S)-2-(2-amino-7-(4-chlorophenyl)-5-methylbenzo[d]thiazol-6-yl)-2-tert-butoxyethanol), H5IO6, CrO3. Run in CCOC(=O)C (EtOAc), C(C)#N (acetonitrile), O (water). Conditions: time 1 hour. Product: NC=1SC2=C(N1)C=C(C(=C2C2=CC=C(C=C2)Cl)[C@@H](C(=O)O)OC(C)(C)C)C ((S)-2-(2-amino-7-(4-chlorophenyl)-5-methylbenzo[d]thiazol-6-yl)-2-tert-butoxyacetic acid). RXN SMILES: [NH2:1][C:2]1[S:3][C:4]2[C:10]([C:11]3[CH:16]=[CH:15][C:14]([Cl:17])=[CH:13][CH:12]=3)=[C:9]([C@H:18]([O:21][C:22]([CH3:25])([CH3:24])[CH3:23])[CH2:19][OH:20])[C:8]([CH3:26])=[CH:7][C:5]=2[N:6]=1.[O-:27]S([O-])=O.[Na+].[Na+]>C(#N)C.O.CCOC(C)=O>[NH2:1][C:2]1[S:3][C:4]2[C:10]([C:11]3[CH:12]=[CH:13][C:14]([Cl:17])=[CH:15][CH:16]=3)=[C:9]([C@H:18]([O:21][C:22]([CH3:23])([CH3:25])[CH3:24])[C:19]([OH:27])=[O:20])[C:8]([CH3:26])=[CH:7][C:5]=2[N:6]=1 |f:1.2.3|. Reported procedure: To a solution of (S)-2-(2-amino-7-(4-chlorophenyl)-5-methylbenzo[d]thiazol-6-yl)-2-tert-butoxyethanol (1.95 g, 5.00 mmol) in acetonitrile (25 mL) and water (1 mL) was added H5IO6 (1.37 g, 6.00 mmol) and CrO3 (1.00 g, 10.0 mmol). The mixture was stirred at rt for 1 h and was diluted with EtOAc (50 mL) and a saturated solution of Na2SO3 (50 mL). The layers were separated, and the aqueous layer was extracted with EtOAc. The crude material was taken on without further purification. 1H-NMR: 400 MHz, ... Reactants: COc1ccc(CCNCCN)cc1OC, CS(=O)(=O)Nc1ccc(C(=O)Cl)cc1. Yields the product COc1ccc(CCNCCNC(=O)c2ccc(NS(C)(=O)=O)cc2)cc1OC, Cl. RXN SMILES: [CH3:15][O:16][c:17]1[cH:18][c:19]([CH2:25][CH2:26][NH:27][CH2:28][CH2:29][NH2:30])[cH:20][cH:21][c:22]1[O:23][CH3:24].[CH3:1][S:2](=[O:3])(=[O:4])[NH:5][c:6]1[cH:7][cH:8][c:9]([C:10](=[O:11])[Cl:12])[cH:13][cH:14]1>>[CH3:1][S:2](=[O:3])(=[O:4])[NH:5][c:6]1[cH:7][cH:8][c:9]([C:10](=[O:11])[NH:30][CH2:29][CH2:28][NH:27][CH2:26][CH2:25][c:19]2[cH:18][c:17]([O:16][CH3:15])[c:22]([O:23][CH3:24])[cH:21][cH:20]2)[cH:13][cH:14]1.[ClH:12]. The reactants are COC1=CC=C(CS[C@H]2C[C@H](N(C2)C(=O)OCC2=CC=C(C=C2)[N+](=O)[O-])C(=O)O)C=C1 ((2S,4S)-4-(4-methoxybenzyl)thio-1-(4-nitrobenzyloxycarbonyl)-L-proline), N,N'-carbonyldiimidazole, FC(C(=O)O)(F)F.CN(C(=NC(=O)OCC1=CC=C(C=C1)[N+](=O)[O-])NC(=O)OCC1=CC=C(C=C1)[N+](=O)[O-])CC(=O)N[C@@H]1CNCC1 ((3S)-3-[2-[1-Methyl-2,3-di(4-nitrobenzyloxycarbonyl)guanidino]acetylamino]pyrrolidine trifluoroacetate). Run in C(C)#N (acetonitrile), O1CCCC1 (tetrahydrofuran). The product is C(C)(C)N(C(C)C)CC (N,N-diisopropylethylamine), compound. Reaction SMILES: CO[C:3]1[CH:31]=CC(CS[C@@H]2CN(C(OCC3C=CC([N+]([O-])=O)=CC=3)=O)[C@H](C(O)=O)C2)=C[CH:4]=1.FC(F)(F)C(O)=O.CN([CH2:70][C:71]([NH:73][C@H:74]1[CH2:78]CN[CH2:75]1)=O)C(NC(OCC1C=CC([N+]([O-])=O)=CC=1)=O)=NC(OCC1C=CC([N+]([O-])=O)=CC=1)=O>C(#N)C.O1CCCC1>[CH:3]([N:73]([CH2:71][CH3:70])[CH:74]([CH3:75])[CH3:78])([CH3:31])[CH3:4] |f:1.2|. Procedure: To a solution of (2S,4S)-4-(4-methoxybenzyl)thio-1-(4-nitrobenzyloxycarbonyl)-L-proline (1.05 g) in anhydrous acetonitrile (10 ml), N,N'-carbonyldiimidazole (401 mg) was added, followed by stirring at room temperature. To the reaction mixture, N,N-diisopropylethylamine (392 μl) and a solution of the compound (2.02 g), which had been obtained in (2), in anhydrous tetrahydrofuran (15 ml) were added. The resulting mixture was treated in a similar manner to that described in Referential Example 16-(... Reactants: C(C)(=O)N[C@H](C(=O)OC)CC=1C=C2CCCN(C2=CC1)C(CC1=CC(=C(C=C1)NC(=O)NC1=C(C=CC=C1)C)OC)=O (methyl (S) 2-acetylamino-3-(1-{[3-methoxy-4-(3-o-tolyl-ureido)-phenyl]-acetyl}-1,2,3,4-tetrahydro-quinolin-6-yl)-propionate), O.[OH-].[Li+] (lithium hydroxide hydrate), Cl (hydrochloric acid). Solvent: O1CCOCC1 (dioxane), O (water), O (water). Procedure details: A solution of methyl (S) 2-acetylamino-3-(1-{[3-methoxy-4-(3-o-tolyl-ureido)-phenyl]-acetyl}-1,2,3,4-tetrahydro-quinolin-6-yl)-propionate [220 mg, Reference Example 4(1)] in dioxane (3 ml) was treated with a solution of lithium hydroxide hydrate (50 mg) in water (1 ml). The mixture was stirred at room temperature for 3 hours, then treated with water (5 ml), then acidified to pH 1-2 by the addition of dilute hydrochloric acid (with ice cooling). The resulting precipitate was extracted three times... As a reaction SMILES: [C:1]([NH:4][C@@H:5]([CH2:10][C:11]1[CH:12]=[C:13]2[C:18](=[CH:19][CH:20]=1)[N:17]([C:21](=[O:42])[CH2:22][C:23]1[CH:28]=[CH:27][C:26]([NH:29][C:30]([NH:32][C:33]3[CH:38]=[CH:37][CH:36]=[CH:35][C:34]=3[CH3:39])=[O:31])=[C:25]([O:40][CH3:41])[CH:24]=1)[CH2:16][CH2:15][CH2:14]2)[C:6]([O:8]C)=[O:7])(=[O:3])[CH3:2].O.[OH-].[Li+].Cl>O1CCOCC1.O>[C:1]([NH:4][CH:5]([CH2:10][C:11]1[CH:12]=[C:13]2[C:18](=[CH:19][CH:20]=1)[N:17]([C:21](=[O:42])[CH2:22][C:23]1[CH:28]=[CH:27][C:26]([NH:29][C:30]([NH:32][C:33]3[CH:38]=[CH:37][CH:36]=[CH:35][C:34]=3[CH3:39])=[O:31])=[C:25]([O:40][CH3:41])[CH:24]=1)[CH2:16][CH2:15][CH2:14]2)[C:6]([OH:8])=[O:7])(=[O:3])[CH3:2] |f:1.2.3|. The product is C(C)(=O)NC(C(=O)O)CC=1C=C2CCCN(C2=CC1)C(CC1=CC(=C(C=C1)NC(=O)NC1=C(C=CC=C1)C)OC)=O (2-Acetylamino-3-(1-{[3-methoxy-4-(3-o-tolyl-ureido)-phenyl]-acetyl}-1,2,3,4-tetrahydro-quinolin-6-yl)-propionic Acid). Run at time 3 hour. Yield: 9.8%.